The task is: describe an organic reaction: reactants, conditions, products, and yield. This data is from the Open Reaction Database (ORD), a public repository of structured organic reaction records. As a reaction SMILES: [C:1]1(=[O:2])[N:5]([CH2:6][CH2:7][CH2:8][c:9]2[cH:10][cH:11][c:12]([CH2:15][CH2:16][C:17](=[O:18])[O:19][C:20]([CH3:21])([CH3:22])[CH3:23])[cH:13][cH:14]2)[C:3](=[O:4])[c:24]2[cH:25][cH:26][cH:27][cH:28][c:29]21.[CH3:33][OH:34].[NH2:31][NH2:32].[OH2:30]>>[NH2:5][CH2:6][CH2:7][CH2:8][c:9]1[cH:10][cH:11][c:12]([CH2:15][CH2:16][C:17](=[O:18])[O:19][C:20]([CH3:21])([CH3:22])[CH3:23])[cH:13][cH:14]1. Yields the product CC(C)(C)OC(=O)CCc1ccc(CCCN)cc1. Reactants: CC(C)(C)OC(=O)CCc1ccc(CCCN2C(=O)c3ccccc3C2=O)cc1, CO, NN, O. The reactants are C(=O)(O)[O-].[Na+] (NaHCO3), ClC1=NC=CC(=N1)NC=1C=NC2=CC=CC=C2C1 ((2-chloro-pyrimidin-4-yl)-quinolin-3-yl-amine), COC=1C=C(N)C=C(C1OC)OC (3,4,5-trimethoxyaniline), O (water). Reagents/catalysts: Cl (HCl). The solvent is CCOC(=O)C (EtOAc), CC(=O)C (acetone). Yields the product N1=CC(=CC2=CC=CC=C12)NC1=NC(=NC=C1)NC1=CC(=C(C(=C1)OC)OC)OC (N4-Quinolin-3-yl-N2-(3,4,5-trimethoxyphenyl)pyrimidine-2,4-diamine). RXN SMILES: Cl[C:2]1[N:7]=[C:6]([NH:8][C:9]2[CH:10]=[N:11][C:12]3[C:17]([CH:18]=2)=[CH:16][CH:15]=[CH:14][CH:13]=3)[CH:5]=[CH:4][N:3]=1.[CH3:19][O:20][C:21]1[CH:22]=[C:23]([CH:25]=[C:26]([O:30][CH3:31])[C:27]=1[O:28][CH3:29])[NH2:24].O.C([O-])(O)=O.[Na+]>CC(C)=O.Cl.CCOC(C)=O>[N:11]1[C:12]2[C:17](=[CH:16][CH:15]=[CH:14][CH:13]=2)[CH:18]=[C:9]([NH:8][C:6]2[CH:5]=[CH:4][N:3]=[C:2]([NH:24][C:23]3[CH:25]=[C:26]([O:30][CH3:31])[C:27]([O:28][CH3:29])=[C:21]([O:20][CH3:19])[CH:22]=3)[N:7]=2)[CH:10]=1 |f:3.4|. Procedure: A mixture of (2-chloro-pyrimidin-4-yl)-quinolin-3-yl-amine (100 mg, 0.39 mmol) and 3,4,5-trimethoxyaniline was suspended in acetone (7 mL) and water (2 mL) with 2 drops of conc. HCl. The mixture was heated in a sealed tube to reflux overnight. The mixture was poured into EtOAc (100 mL) and sat. aq. NaHCO3. The organics were separated, dried over anhydrous Na2SO4 and concentrated under reduced pressure. The crude was purified via preparative HPLC. MS m/z=404. Calc'd for C22H21N5O3: 403.16. Reactants: C(C)(C)(C)OC(=O)NCC1CN(CC1)CCCCN(C(C1=CC=CC=C1)=O)C (N-(4-(3-tert-Butoxycarbonylaminomethylpyrrolidin-1-yl)butyl)-N-methylbenzamide), NC1=CC(=C(C(=O)O)C=C1Cl)OC (4-amino-5-chloro-2-methoxybenzoic acid). The product is NC1=CC(=C(C(=O)NCC2CN(CC2)CCCCN(C)C(C2=CC=CC=C2)=O)C=C1Cl)OC (4-amino-N-(1-(4-(N-benzoyl-N-methylamino)butyl)pyrrolidin-3-ylmethyl)-5-chloro-2-methoxybenzamide). RXN SMILES: C(O[C:6]([NH:8][CH2:9][CH:10]1[CH2:14][CH2:13][N:12]([CH2:15][CH2:16][CH2:17][CH2:18][N:19]([CH3:28])[C:20](=[O:27])[C:21]2[CH:26]=[CH:25][CH:24]=[CH:23][CH:22]=2)[CH2:11]1)=[O:7])(C)(C)C.[NH2:29][C:30]1[C:38]([Cl:39])=[CH:37][C:33](C(O)=O)=[C:32]([O:40][CH3:41])[CH:31]=1>>[NH2:29][C:30]1[C:38]([Cl:39])=[CH:37][C:33]([C:6]([NH:8][CH2:9][CH:10]2[CH2:14][CH2:13][N:12]([CH2:15][CH2:16][CH2:17][CH2:18][N:19]([C:20](=[O:27])[C:21]3[CH:22]=[CH:23][CH:24]=[CH:25][CH:26]=3)[CH3:28])[CH2:11]2)=[O:7])=[C:32]([O:40][CH3:41])[CH:31]=1. Procedure details: N-(4-(3-tert-Butoxycarbonylaminomethylpyrrolidin-1-yl)butyl)-N-methylbenzamide (0.57 g) as starting compound was reacted and treated in the same manner as in Example 67 using 4-amino-5-chloro-2-methoxybenzoic acid (0.30 g) to give 4-amino-N-(1-(4-(N-benzoyl-N-methylamino)butyl)pyrrolidin-3-ylmethyl)-5-chloro-2-methoxybenzamide.